From a dataset of the Open Reaction Database (ORD), a public repository of structured organic reaction records. describe an organic reaction: reactants, conditions, products, and yield Starting materials: [Si](C1=CC=CC=C1)(C1=CC=CC=C1)(C(C)(C)C)OCCOC[C@@H](C(=O)NC1=NC=C(C=C1)C)O ((S)-3-(2-(tert-butyldiphenylsilyloxy)ethoxy)-N-(5-methylpyridin-2-yl)-2-hydroxypropanamide), ClC=1C(=C(C#N)C=CC1)N1N=CC=2C1=NC=NC2Cl (3-chloro-2-(4-chloro-1H-pyrazolo[3,4-d]pyrimidin-1-yl)benzonitrile). Product: [Si](C1=CC=CC=C1)(C1=CC=CC=C1)(C(C)(C)C)OCCOC[C@@H](C(=O)NC1=NC=C(C=C1)C)OC1=C2C(=NC=N1)N(N=C2)C2=C(C=CC=C2C#N)Cl ((2S)-3-(2-(tert-butyldiphenylsilyloxy)ethoxy)-2-(1-(2-chloro-6-cyanophenyl)-1H-pyrazolo [3,4-d]pyrimidin-4-yloxy)-N-(5-methylpyridin-2-yl)propanamide). As a reaction SMILES: [Si:1]([O:18][CH2:19][CH2:20][O:21][CH2:22][C@H:23]([OH:34])[C:24]([NH:26][C:27]1[CH:32]=[CH:31][C:30]([CH3:33])=[CH:29][N:28]=1)=[O:25])([C:14]([CH3:17])([CH3:16])[CH3:15])([C:8]1[CH:13]=[CH:12][CH:11]=[CH:10][CH:9]=1)[C:2]1[CH:7]=[CH:6][CH:5]=[CH:4][CH:3]=1.[Cl:35][C:36]1[C:37]([N:44]2[C:48]3=[N:49][CH:50]=[N:51][C:52](Cl)=[C:47]3[CH:46]=[N:45]2)=[C:38]([CH:41]=[CH:42][CH:43]=1)[C:39]#[N:40]>>[Si:1]([O:18][CH2:19][CH2:20][O:21][CH2:22][C@H:23]([O:34][C:52]1[N:51]=[CH:50][N:49]=[C:48]2[N:44]([C:37]3[C:38]([C:39]#[N:40])=[CH:41][CH:42]=[CH:43][C:36]=3[Cl:35])[N:45]=[CH:46][C:47]=12)[C:24]([NH:26][C:27]1[CH:32]=[CH:31][C:30]([CH3:33])=[CH:29][N:28]=1)=[O:25])([C:14]([CH3:17])([CH3:16])[CH3:15])([C:8]1[CH:9]=[CH:10][CH:11]=[CH:12][CH:13]=1)[C:2]1[CH:3]=[CH:4][CH:5]=[CH:6][CH:7]=1. Procedure details: Prepared using a procedure analogous to that described with Intermediate AH7 using (S)-3-(2-(tert-butyldiphenylsilyloxy)ethoxy)-N-(5-methylpyridin-2-yl)-2-hydroxypropanamide (Intermediate AU2) and 3-chloro-2-(4-chloro-1H-pyrazolo[3,4-d]pyrimidin-1-yl)benzonitrile (Intermediate AH6). m/z (ES+) (M+H)+=732; HPLC tR=3.76 min